This data is from the Open Reaction Database (ORD), a public repository of structured organic reaction records. The task is: describe an organic reaction: reactants, conditions, products, and yield Starting materials: BrC(C=1C(=CC=CC1)C(Br)Br)Br (α,α,α',α'-tetrabromo-o-xylene), C(C)(=O)[O-].[Na+] (sodium acetate), C([O-])([O-])=O.[Ca+2] (calcium carbonate), O (water). Reagents/catalysts: [Br-].C(CCC)[N+](CCCC)(CCCC)CCCC (tetrabutylammonium bromide). Run in C(C)(=O)OCC (ethyl acetate). Yields the product C1=CC=C(C(=C1)C=O)C=O (o-phthalaldehyde). Isolated yield 66.1%. Reaction SMILES: Br[CH:2](Br)[C:3]1C(C(Br)Br)=[CH:5][CH:6]=[CH:7][CH:8]=1.[C:13]([O-:16])(=O)[CH3:14].[Na+].C(=O)([O-])[O-:19].[Ca+2].O>[Br-].C([N+](CCCC)(CCCC)CCCC)CCC.C(OCC)(=O)C>[CH:7]1[CH:8]=[C:3]([CH:2]=[O:19])[C:14]([CH:13]=[O:16])=[CH:5][CH:6]=1 |f:1.2,3.4,6.7|. Reported procedure: With efficient stirring, a suspension consisting of 10 g (23.7 mmols) of α,α,α',α'-tetrabromo-o-xylene, 9.7 g (118 mmols) of sodium acetate. 1.74 g (5.4 mmols) of tetrabutylammonium bromide, 4.75 g of calcium carbonate and 10 ml of distilled water is heated to reflux in a nitrogen atmosphere, whereupon the temperature rises to 118° C. After a reaction time of 6 hours, the reaction mixture is cooled and, after the addition of 50 ml of ethyl acetate, filtered. The organic phase is separated in a s... Reactants: Ti(OEt)4, C(C)(=O)OCC.CCCCCCC (ethyl acetate heptane), CN1N=CC(=C1C(F)(F)F)C=O (1-Methyl-5-(trifluoromethyl)-1H-pyrazole-4-carbaldehyde), CC(C)(C)[S@@](=O)N ((R)-(+)-2-methyl-2-propanesulfinamide), C(C)(=O)OCC (ethyl acetate). Run in C1CCOC1 (THF), C1CCOC1 (THF), ClCCl (dichloromethane), [Cl-].[Na+].O (brine). Conditions: temperature 2.5 celsius, time 6 hour. Product: CC(C)(C)[S@@](=O)/N=C/C=1C=NN(C1C(F)(F)F)C ((R,E)-2-methyl-N-((1-methyl-5-(trifluoromethyl)-1H-pyrazol-4-yl)methylene) propane-2-sulfinamide). As a reaction SMILES: [CH3:1][N:2]1[C:6]([C:7]([F:10])([F:9])[F:8])=[C:5]([CH:11]=O)[CH:4]=[N:3]1.[CH3:13][C:14]([S@:17]([NH2:19])=[O:18])([CH3:16])[CH3:15].C(OCC)(=O)C.C(OCC)(=O)C.CCCCCCC>C1COCC1.[Cl-].[Na+].O.ClCCl>[CH3:13][C:14]([S@:17](/[N:19]=[CH:11]/[C:5]1[CH:4]=[N:3][N:2]([CH3:1])[C:6]=1[C:7]([F:10])([F:9])[F:8])=[O:18])([CH3:16])[CH3:15] |f:3.4,6.7.8|. Procedure: 1-Methyl-5-(trifluoromethyl)-1H-pyrazole-4-carbaldehyde (1.0 g, 0.0056 mole) was dissolved in THF (20 ml) and Ti(OEt)4 (2.56 g, 0.011 mole) in THF (5 ml) added and the solution stirred under nitrogen. (R)-(+)-2-methyl-2-propanesulfinamide (680 mg, 0.0056 mole) was added in a single portion and the reaction stirred under reflux and nitrogen for 6 hours. The solution was cooled to 0-5° C. and added to a cooled mix of brine and ethyl acetate (1:1, 120 ml) with rapid stirring. The mixture was filter... The reactants are [N+](=O)([O-])C=1C=C(N)C=CC1[N+](=O)[O-] (3,4-dinitroaniline), CS(=O)(=O)Cl (methanesulfonyl chloride), N1=CC=CC=C1 (pyridine). Solvent: C(Cl)Cl (CH2Cl2). Run at time 24 hour. Yields the product [N+](=O)([O-])C=1C=C(C=CC1[N+](=O)[O-])NS(=O)(=O)C (N-(3,4-dinitrophenyl)methanesulfonamide). Reaction SMILES: [N+:1]([C:4]1[CH:5]=[C:6]([CH:8]=[CH:9][C:10]=1[N+:11]([O-:13])=[O:12])[NH2:7])([O-:3])=[O:2].[CH3:14][S:15](Cl)(=[O:17])=[O:16].N1C=CC=CC=1>C(Cl)Cl>[N+:1]([C:4]1[CH:5]=[C:6]([NH:7][S:15]([CH3:14])(=[O:17])=[O:16])[CH:8]=[CH:9][C:10]=1[N+:11]([O-:13])=[O:12])([O-:3])=[O:2]. Procedure details: A mixture of 3,4-dinitroaniline (5.27 g, 28.8 mmol), methanesulfonyl chloride (3.36 mL, 43.1 mmol) and pyridine (5.82 mL, 71.9 mmol) in CH2Cl2 (100 mL) was stirred for 24 h. Mixture was concentrated under vacuum to provide a crude semi-solid title compound that was used without further purification. Starting materials: CO, COC(=O)c1ccc2c(C)noc2c1, [Na+], [OH-]. Yields the product Cc1noc2cc(C(=O)O)ccc12. As a reaction SMILES: [CH3:17][OH:18].[CH3:1][c:2]1[n:3][o:4][c:5]2[c:6]1[cH:7][cH:8][c:9]([C:11](=[O:12])[O:13][CH3:14])[cH:10]2.[Na+:16].[OH-:15]>>[CH3:1][c:2]1[n:3][o:4][c:5]2[c:6]1[cH:7][cH:8][c:9]([C:11](=[O:12])[OH:13])[cH:10]2. Reactants: CN(C)c1nc2cc(CNC(=O)OC(C)(C)C)cc(I)c2o1, ClCCl, O=C(O)C(F)(F)F. The product is CN(C)c1nc2cc(CN)cc(I)c2o1. As a reaction SMILES: [C:1]([O:2][C:3](=[O:4])[NH:7][CH2:8][c:9]1[cH:10][c:11]([I:21])[c:12]2[c:13]([n:14][c:15]([N:17]([CH3:18])[CH3:19])[o:16]2)[cH:20]1)([CH3:5])([CH3:6])[CH3:22].[Cl:30][CH2:31][Cl:32].[OH:23][C:24]([C:25]([F:26])([F:27])[F:28])=[O:29]>>[NH2:7][CH2:8][c:9]1[cH:10][c:11]([I:21])[c:12]2[c:13]([n:14][c:15]([N:17]([CH3:18])[CH3:19])[o:16]2)[cH:20]1.